This data is from the Open Reaction Database (ORD), a public repository of structured organic reaction records. The task is: describe an organic reaction: reactants, conditions, products, and yield Reactants: CS(=O)(=O)Cl (methanesulfonyl chloride), O1CC(CC1)S(=O)(=O)Cl (tetrahydrofuran-3-sulfonyl chloride), C12(CC3CC(CC(C1)C3)C2)COC2=C(C=C(C(=O)N)C=C2)C=2C(=NC=CC2)OC (4-(adamantan-1-ylmethoxy)-3-(2-methoxypyridin-3-yl)benzamide), C12(CC3CC(CC(C1)C3)C2)COC2=CC(=C(C(=O)N)C=C2C2CC2)F (4-(adamantan-1-ylmethoxy)-5-cyclopropyl-2-fluorobenzamide). The product is C12(CC3CC(CC(C1)C3)C2)COC2=CC(=C(C(=O)NS(=O)(=O)C3COCC3)C=C2C2CC2)F (4-(adamantan-1-ylmethoxy)-5-cyclopropyl-2-fluoro-N-((tetrahydrofuran-3-yl)sulfonyl)benzamide), solid. Yield: 28.0%. Reaction SMILES: C12(COC3C=CC(C(N)=O)=CC=3C3C(OC)=NC=CC=3)CC3CC(CC(C3)C1)C2.[C:30]12([CH2:40][O:41][C:42]3[C:50]([CH:51]4[CH2:53][CH2:52]4)=[CH:49][C:45]([C:46]([NH2:48])=[O:47])=[C:44]([F:54])[CH:43]=3)[CH2:39][CH:34]3[CH2:35][CH:36]([CH2:38][CH:32]([CH2:33]3)[CH2:31]1)[CH2:37]2.CS(Cl)(=O)=O.[O:60]1[CH2:64][CH2:63][CH:62]([S:65](Cl)(=[O:67])=[O:66])[CH2:61]1>>[C:30]12([CH2:40][O:41][C:42]3[C:50]([CH:51]4[CH2:52][CH2:53]4)=[CH:49][C:45]([C:46]([NH:48][S:65]([CH:62]4[CH2:63][CH2:64][O:60][CH2:61]4)(=[O:67])=[O:66])=[O:47])=[C:44]([F:54])[CH:43]=3)[CH2:37][CH:36]3[CH2:38][CH:32]([CH2:33][CH:34]([CH2:35]3)[CH2:39]1)[CH2:31]2. Procedure details: Following the procedure as described in Example 38 step 4 and making variations as required to replace 4-(adamantan-1-ylmethoxy)-3-(2-methoxypyridin-3-yl)benzamide with 4-(adamantan-1-ylmethoxy)-5-cyclopropyl-2-fluorobenzamide and to replace methanesulfonyl chloride with tetrahydrofuran-3-sulfonyl chloride, the title compound was obtained as a colorless solid (0.14 g, 28%): 1H NMR (300 MHz, CDCl3) δ8.72-8.60 (m, 1H), 7.60-7.53 (m, 1H), 6.63-6.53 (m, 1H), 4.62-4.48 (m, 1H), 4.33-4.23 (m, 1H), 4.1...